describe an organic reaction: reactants, conditions, products, and yield From a dataset of the Open Reaction Database (ORD), a public repository of structured organic reaction records. Starting materials: Cc1ccccc1, OCCCO, Cc1ccccc1-c1ccc(O)c(C=O)c1, Cc1ccc(S(=O)(=O)O)cc1. Product: Cc1ccccc1-c1ccc(O)c(C2OCCCO2)c1. As a reaction SMILES: [CH3:33][c:34]1[cH:35][cH:36][cH:37][cH:38][cH:39]1.[OH:17][CH2:18][CH2:19][CH2:20][OH:21].[OH:1][c:2]1[c:3]([CH:15]=[O:16])[cH:4][c:5](-[c:8]2[c:9]([CH3:14])[cH:10][cH:11][cH:12][cH:13]2)[cH:6][cH:7]1.[c:22]1([CH3:23])[cH:24][cH:25][c:26]([S:27]([OH:28])(=[O:29])=[O:30])[cH:31][cH:32]1>>[OH:1][c:2]1[c:3]([CH:15]2[O:16][CH2:20][CH2:19][CH2:18][O:17]2)[cH:4][c:5](-[c:8]2[c:9]([CH3:14])[cH:10][cH:11][cH:12][cH:13]2)[cH:6][cH:7]1.